Dataset: the Open Reaction Database (ORD), a public repository of structured organic reaction records. Task: describe an organic reaction: reactants, conditions, products, and yield The reactants are C1(CC1)C(=O)OCCC1=CC=C(C=C1)C1C(CN(CC1)C(=O)OC(C)(C)C)OCC1=CC2=CC=CC=C2C=C1 (tert-butyl (3RS,4RS)-4-[4-(2-cyclopropylcarbonyloxy-ethyl)-phenyl]-3-naphthalen-2-ylmethoxy-piperidine-1-carboxylate), FC(C(=O)O)(F)F (trifluoroacetic acid). The solvent is C(Cl)Cl (methylene chloride). Product: FC(C(=O)O)(F)F.C1(CC1)C(=O)OCCC1=CC=C(C=C1)C1C(CNCC1)OCC1=CC2=CC=CC=C2C=C1 ((3RS,4RS)-2-[4-(3-naphthalen-2-ylmethoxy-piperidin-4-yl)-phenyl]-ethyl cyclopropanecarboxylate trifluoroacetate). Reaction SMILES: [CH:1]1([C:4]([O:6][CH2:7][CH2:8][C:9]2[CH:14]=[CH:13][C:12]([CH:15]3[CH2:20][CH2:19][N:18](C(OC(C)(C)C)=O)[CH2:17][CH:16]3[O:28][CH2:29][C:30]3[CH:39]=[CH:38][C:37]4[C:32](=[CH:33][CH:34]=[CH:35][CH:36]=4)[CH:31]=3)=[CH:11][CH:10]=2)=[O:5])[CH2:3][CH2:2]1.[F:40][C:41]([F:46])([F:45])[C:42]([OH:44])=[O:43]>C(Cl)Cl>[F:40][C:41]([F:46])([F:45])[C:42]([OH:44])=[O:43].[CH:1]1([C:4]([O:6][CH2:7][CH2:8][C:9]2[CH:10]=[CH:11][C:12]([CH:15]3[CH2:20][CH2:19][NH:18][CH2:17][CH:16]3[O:28][CH2:29][C:30]3[CH:39]=[CH:38][C:37]4[C:32](=[CH:33][CH:34]=[CH:35][CH:36]=4)[CH:31]=3)=[CH:13][CH:14]=2)=[O:5])[CH2:3][CH2:2]1 |f:3.4|. Reported procedure: In an analogous manner to that described in Example 22(l), by cleavage of the BOC group from tert-butyl (3RS,4RS)-4-[4-(2-cyclopropylcarbonyloxy-ethyl)-phenyl]-3-naphthalen-2-ylmethoxy-piperidine-1-carboxylate using trifluoroacetic acid in methylene chloride there was obtained (3RS,4RS)-2-[4-(3-naphthalen-2-ylmethoxy-piperidin-4-yl)-phenyl]-ethyl cyclopropanecarboxylate trifluoroacetate as a white solid; MS: 430 (M+H)+. Starting materials: C1=CC2=C(C=C1C=O)OCO2 (piperonal), CC(=CCCC(C)=O)C (6-methyl-5-heptene-2-one). Solvent: [OH-].[Na+] (sodium hydroxide). Yields the product C1OC=2C=C(C=CC2O1)C=CC(CCC=C(C)C)=O (1-(3,4-methylenedioxyphenyl)-7-methyl-1,6-octadiene-3-one). As a reaction SMILES: [CH:1]1[C:6]([CH:7]=O)=[CH:5][C:4]2[O:9][CH2:10][O:11][C:3]=2[CH:2]=1.[CH3:12][C:13]([CH3:20])=[CH:14][CH2:15][CH2:16][C:17](=[O:19])[CH3:18]>[OH-].[Na+]>[CH2:10]1[O:11][C:3]2[CH:2]=[CH:1][C:6]([CH:7]=[CH:18][C:17](=[O:19])[CH2:16][CH2:15][CH:14]=[C:13]([CH3:20])[CH3:12])=[CH:5][C:4]=2[O:9]1 |f:2.3|. Reported procedure: 15 g of piperonal (0.1 mole) and 12.6 g of 6-methyl-5-heptene-2-one (0.1 mole) in an aqueous-alcoholic solution of sodium hydroxide (200 cm3 of 10% NaOH+20 cm3 of ethanol) are stirred for 15 days at ambient temperature. The product obtained is filtered off, washed with water, and recrystallised from ethanol. Reactants: O=Cc1ccc(O)c(Br)c1, CC(C)Br, O=C([O-])[O-], CN(C)C=O, [K+], [K+]. Yields the product CC(C)Oc1ccc(C=O)cc1Br. Reaction SMILES: [Br:11][c:12]1[cH:13][c:14]([CH:15]=[O:16])[cH:17][cH:18][c:19]1[OH:20].[Br:7][CH:8]([CH3:9])[CH3:10].[C:1](=[O:2])([O-:3])[O-:4].[CH3:21][N:22]([CH3:23])[CH:24]=[O:25].[K+:5].[K+:6]>>[CH:8]([CH3:9])([CH3:10])[O:20][c:19]1[c:12]([Br:11])[cH:13][c:14]([CH:15]=[O:16])[cH:17][cH:18]1.